describe an organic reaction: reactants, conditions, products, and yield From a dataset of the Open Reaction Database (ORD), a public repository of structured organic reaction records. Reactants: OC=1C(NN=C(C1)CCC1=CC=CC=C1)=O (4-hydroxy-6-(2-phenylethyl)pyridazin-3(2H)-one), C(C1=CC=CC=C1)OC=1N=NC(=CC1OCC1=CC=CC=C1)C(=C)C1=CC=CC=C1 (3,4-bis(benzyloxy)-6-(1-phenylethenyl)pyridazine), C(C1=CC=CC=C1)OC=1N=NC(=CC1OCC1=CC=CC=C1)C(=C)C1=CC=C(C=C1)F (3,4-bis(Benzyloxy)-6-[1-(4-fluorophenyl)ethenyl]pyridazine), C(C)(=O)OCC (ethyl acetate). The solvent is O1CCCC1 (tetrahydrofuran). Yields the product FC1=CC=C(C=C1)C(C)C=1C=C(C(NN1)=O)O (6-[1-(4-Fluorophenyl)ethyl]-4-hydroxypyridazin-3(2H)-one). As a reaction SMILES: OC1C(=O)NN=C(CCC2C=CC=CC=2)C=1.C(OC1N=NC(C(C2C=CC=CC=2)=C)=CC=1OCC1C=CC=CC=1)C1C=CC=CC=1.C([O:54][C:55]1[N:56]=[N:57][C:58]([C:69]([C:71]2[CH:76]=[CH:75][C:74]([F:77])=[CH:73][CH:72]=2)=[CH2:70])=[CH:59][C:60]=1[O:61]CC1C=CC=CC=1)C1C=CC=CC=1.C(OCC)(=O)C>O1CCCC1>[F:77][C:74]1[CH:75]=[CH:76][C:71]([CH:69]([C:58]2[CH:59]=[C:60]([OH:61])[C:55](=[O:54])[NH:56][N:57]=2)[CH3:70])=[CH:72][CH:73]=1. Procedure: Prepared by the same method as for 4-hydroxy-6-(2-phenylethyl)pyridazin-3(2H)-one (Example 1) from 3,4-bis(benzyloxy)-6-(1-phenylethenyl)pyridazine (Intermediate 41) except that the solvent mixture used for the hydrogenation consisted of ethyl acetate and tetrahydrofuran and the product was recrystallised from a mixture of heptane and MTBE. The reactants are CC(=O)O[BH-](OC(C)=O)OC(C)=O, COC(=O)c1cn(C(=O)OC(C)(C)C)c2nccc(C=O)c12, ClCCl, NC(CC(F)(F)F)C(=O)O, [Na+]. Yields the product COC(=O)c1cn(C(=O)OC(C)(C)C)c2nccc(CNC(CC(F)(F)F)C(=O)O)c12. As a reaction SMILES: [C:1]([O:2][BH-:3]([O:4][C:5](=[O:6])[CH3:7])[O:8][C:9](=[O:10])[CH3:11])(=[O:12])[CH3:13].[CH:25](=[O:26])[c:27]1[c:28]2[c:29]([n:30][cH:31][cH:32]1)[n:33]([C:40](=[O:41])[O:42][C:43]([CH3:44])([CH3:45])[CH3:46])[cH:34][c:35]2[C:36](=[O:37])[O:38][CH3:39].[Cl:47][CH2:48][Cl:49].[NH2:15][CH:16]([C:17](=[O:18])[OH:19])[CH2:20][C:21]([F:22])([F:23])[F:24].[Na+:14]>>[NH:15]([CH:16]([C:17](=[O:18])[OH:19])[CH2:20][C:21]([F:22])([F:23])[F:24])[CH2:25][c:27]1[c:28]2[c:29]([n:30][cH:31][cH:32]1)[n:33]([C:40](=[O:41])[O:42][C:43]([CH3:44])([CH3:45])[CH3:46])[cH:34][c:35]2[C:36](=[O:37])[O:38][CH3:39].